This data is from the Open Reaction Database (ORD), a public repository of structured organic reaction records. The task is: describe an organic reaction: reactants, conditions, products, and yield Reactants: C(C)(=O)O[C@@H]1[C@H](O[C@H]([C@@H]1OC(C)=O)N1C2=NC(=NC(=C2N=C1)NCC(C1=CC=CC=C1)C1=CC=CC=C1)CNS(=O)(=O)CC(C)C)COC(C)=O ((2R,3R,4R,5R)-4-(acetyloxy)-2-[(acetyloxy) methyl]-5-(6-[(2,2-diphenylethyl)amino]-2-{[(isobutylsulfonyl)amino]methyl}-9H-purin-9-yl)tetrahydro-3-furanyl acetate), C([O-])([O-])=O.[Na+].[Na+] (sodium carbonate). Solvent: O (water), CO (methanol). Reaction conditions: time 6 hour. Product: N (ammonia), O[C@H]1[C@@H](O[C@@H]([C@H]1O)CO)N1C2=NC(=NC(=C2N=C1)NCC(C1=CC=CC=C1)C1=CC=CC=C1)CNS(=O)(=O)CC(C)C (N-({9-[(2R,3R,4S,5R)-3,4-Dihydroxy-5-(hydroxymethyl)tetrahydro-2-furanyl]-6-[(2,2-diphenylethyl)amino]-9H-purin-2-yl}methyl)-2-methyl-1-propanesulfonamide). Yield: 99.3%. Reaction SMILES: C([O:4][C@H:5]1[C@@H:9]([O:10]C(=O)C)[C@H:8]([N:14]2[CH:22]=[N:21][C:20]3[C:15]2=[N:16][C:17]([CH2:38][NH:39][S:40]([CH2:43][CH:44]([CH3:46])[CH3:45])(=[O:42])=[O:41])=[N:18][C:19]=3[NH:23][CH2:24][CH:25]([C:32]2[CH:37]=[CH:36][CH:35]=[CH:34][CH:33]=2)[C:26]2[CH:31]=[CH:30][CH:29]=[CH:28][CH:27]=2)[O:7][C@@H:6]1[CH2:47][O:48]C(=O)C)(=O)C.C(=O)([O-])[O-].[Na+].[Na+]>O.CO>[NH3:14].[OH:10][C@@H:9]1[C@H:5]([OH:4])[C@@H:6]([CH2:47][OH:48])[O:7][C@H:8]1[N:14]1[CH:22]=[N:21][C:20]2[C:15]1=[N:16][C:17]([CH2:38][NH:39][S:40]([CH2:43][CH:44]([CH3:46])[CH3:45])(=[O:41])=[O:42])=[N:18][C:19]=2[NH:23][CH2:24][CH:25]([C:32]1[CH:33]=[CH:34][CH:35]=[CH:36][CH:37]=1)[C:26]1[CH:31]=[CH:30][CH:29]=[CH:28][CH:27]=1 |f:1.2.3|. Reported procedure: A solution of (2R,3R,4R,5R)-4-(acetyloxy)-2-[(acetyloxy) methyl]-5-(6-[(2,2-diphenylethyl)amino]-2-{[(isobutylsulfonyl)amino]methyl}-9H-purin-9-yl)tetrahydro-3-furanyl acetate (188 mg, 0.26 mmol) (Preparation 9) and sodium carbonate (140 mg, 1.32 mmol) in a mixture of water (2 ml) and methanol (10 ml) was stirred at room temperature for 6 hours. The solvent was removed under reduced pressure and the residue partitioned between ethyl acetate and brine. The organic phase was separated and the solv... The reactants are C(C1=CC=CC=C1)OC=1C=CC(=NC1)CC(C(=O)NC1=CC=C(C=C1)CCCC(=O)NO)NC(OC(C)(C)C)=O (tert-butyl 3-(5-(benzyloxy)pyridin-2-yl)-1-(4-(4-(hydroxyamino)-4-oxobutyl)phenylamino)-1-oxopropan-2-ylcarbamate). The reagents and catalysts are [Pd] (Pd/C). Run in CO (methanol). Conditions: time 4 hour. Product: C(C)(C)(C)OC(NC(C(=O)NC1=CC=C(C=C1)CCCC(=O)NO)CC1=NC=C(C=C1)O)=O (tert-butyl-1-(4-(4-(hydroxyamino)-4-oxobutyl)phenylamino)-3-(5-hydroxypyridin-2-yl)-1-oxopropan-2-ylcarbamate). Yield: 103.3%. As a reaction SMILES: C([O:8][C:9]1[CH:10]=[CH:11][C:12]([CH2:15][CH:16]([NH:33][C:34](=[O:40])[O:35][C:36]([CH3:39])([CH3:38])[CH3:37])[C:17]([NH:19][C:20]2[CH:25]=[CH:24][C:23]([CH2:26][CH2:27][CH2:28][C:29]([NH:31][OH:32])=[O:30])=[CH:22][CH:21]=2)=[O:18])=[N:13][CH:14]=1)C1C=CC=CC=1>CO.[Pd]>[C:36]([O:35][C:34](=[O:40])[NH:33][CH:16]([CH2:15][C:12]1[CH:11]=[CH:10][C:9]([OH:8])=[CH:14][N:13]=1)[C:17]([NH:19][C:20]1[CH:21]=[CH:22][C:23]([CH2:26][CH2:27][CH2:28][C:29]([NH:31][OH:32])=[O:30])=[CH:24][CH:25]=1)=[O:18])([CH3:39])([CH3:37])[CH3:38]. Reported procedure: A mixture of tert-butyl 3-(5-(benzyloxy)pyridin-2-yl)-1-(4-(4-(hydroxyamino)-4-oxobutyl)phenylamino)-1-oxopropan-2-ylcarbamate (0.1 g, 0.19 mmol) and 10 mg of 10% Pd/C in 2 mL of methanol was vigorously stirred under H2 for 4 h at room temperature (monitored by TLC). It was filtered through Celite. The solvent was evaporated. The residue was purified by chromatography to give Compound 4 (0.09 g, 89%). Mp: 166-167° C.; NMR (400 MHz in CDCl3, Bruker AVANCE-400): δ 1.31 (s, 9H, Boc), 1.75 (m, 2H, C... The reactants are [Br-], Brc1ccc(-n2nnc(-c3ccccn3)n2)cc1, C1CCOC1, Cl, [Zn+]c1ccccn1. Product: c1ccc(-c2ccc(-n3nnc(-c4ccccn4)n3)cc2)nc1. RXN SMILES: [Br-:19].[Br:1][c:2]1[cH:3][cH:4][c:5](-[n:8]2[n:9][c:10](-[c:13]3[n:14][cH:15][cH:16][cH:17][cH:18]3)[n:11][n:12]2)[cH:6][cH:7]1.[CH2:28]1[O:29][CH2:30][CH2:31][CH2:32]1.[ClH:27].[n:20]1[c:21]([Zn+:26])[cH:22][cH:23][cH:24][cH:25]1>>[c:2]1(-[c:21]2[n:20][cH:25][cH:24][cH:23][cH:22]2)[cH:3][cH:4][c:5](-[n:8]2[n:9][c:10](-[c:13]3[n:14][cH:15][cH:16][cH:17][cH:18]3)[n:11][n:12]2)[cH:6][cH:7]1. The reactants are C(C1=CC=CC=C1)OC1=NC(=NC=C1CC(=O)OCC)N1N=CC=C1 (ethyl 2-(4-(benzyloxy)-2-(1H-pyrazol-1-yl)pyrimidin-5-yl)acetate), 12-b, LiOH monohydrate. The solvent is O (H2O). Conditions: time 3 hour. The product is C(C1=CC=CC=C1)OC1=NC(=NC=C1CC(=O)O)N1N=CC=C1 (2-(4-(benzyloxy)-2-(1H-pyrazol-1-yl)pyrimidin-5-yl)acetic acid). Isolated yield 48.5%. As a reaction SMILES: [CH2:1]([O:8][C:9]1[C:14]([CH2:15][C:16]([O:18]CC)=[O:17])=[CH:13][N:12]=[C:11]([N:21]2[CH:25]=[CH:24][CH:23]=[N:22]2)[N:10]=1)[C:2]1[CH:7]=[CH:6][CH:5]=[CH:4][CH:3]=1>O>[CH2:1]([O:8][C:9]1[C:14]([CH2:15][C:16]([OH:18])=[O:17])=[CH:13][N:12]=[C:11]([N:21]2[CH:25]=[CH:24][CH:23]=[N:22]2)[N:10]=1)[C:2]1[CH:3]=[CH:4][CH:5]=[CH:6][CH:7]=1. Reported procedure: To a solution of ethyl 2-(4-(benzyloxy)-2-(1H-pyrazol-1-yl)pyrimidin-5-yl)acetate, 12-b, (90 mg, 0.27 mmol) in TRF (6 ml) was added LiOH monohydrate (19 mg, 0.8 mmol) in H2O (3 ml). The mixture was stirred at room temperature for 3 hours. The mixture was concentrated under vacuum and the remaining aqueous solution was extracted with ethyl acetate (5 ml). The separated aqueous phase was adjusted to pH=2 with Conc. HCl. The solid crashed out and was filtered to give compound 12-c (40 mg, 48.5%). 1... Yield: 38.9%. Run in O (water), CN(C=O)C (N,N-dimethylformamide). Reaction conditions: temperature 60 celsius, time 6 hour. Yields the product C(C)(C)(C)OC(=O)N(C(=O)OC(C)(C)C)CC1=CC(=CC=C1)OCC1=CC=CC=C1 ((3-benzyloxybenzyl)iminodicarboxylic acid di-tert-butyl ester). Procedure details: Next, to a solution of iminodicarboxylic acid di-tert-butyl ester (2.12 g, 8.76 mmol) in N,N-dimethylformamide (13 mL) was added sodium hydride (0.39 g, 9.86 mmol, 60% in oil), the solution was stirred at 60° C. for 6 hours, 1-benzyloxy-3-chloromethyl-benzene (1.0 g, 4.30 mmol) was added, and the solution was further stirred at 60° C. for 4 hours. The reaction solution was allowed to room temperature, then, dichloromethane and water were added for partitioning, and the organic layer was dried ov... Starting materials: ClCCl (dichloromethane), C(C)(C)(C)OC(=O)NC(=O)OC(C)(C)C (iminodicarboxylic acid di-tert-butyl ester), [H-].[Na+] (sodium hydride), C(C1=CC=CC=C1)OC1=CC(=CC=C1)CCl (1-benzyloxy-3-chloromethyl-benzene). Reaction SMILES: [C:1]([O:5][C:6]([NH:8][C:9]([O:11][C:12]([CH3:15])([CH3:14])[CH3:13])=[O:10])=[O:7])([CH3:4])([CH3:3])[CH3:2].[H-].[Na+].[CH2:18]([O:25][C:26]1[CH:31]=[CH:30][CH:29]=[C:28]([CH2:32]Cl)[CH:27]=1)[C:19]1[CH:24]=[CH:23][CH:22]=[CH:21][CH:20]=1.ClCCl>CN(C)C=O.O>[C:12]([O:11][C:9]([N:8]([CH2:32][C:28]1[CH:29]=[CH:30][CH:31]=[C:26]([O:25][CH2:18][C:19]2[CH:24]=[CH:23][CH:22]=[CH:21][CH:20]=2)[CH:27]=1)[C:6]([O:5][C:1]([CH3:4])([CH3:3])[CH3:2])=[O:7])=[O:10])([CH3:15])([CH3:14])[CH3:13] |f:1.2|. Reactants: FC(C(=O)OCC)F (ethyl difluoroacetate), C(C)(C)[N-]C(C)C.[Li+] (lithium diisopropylamide), O1CCCC1.CCCCCCC.C(C)C1=CC=CC=C1 (tetrahydrofuran heptane ethylbenzene), BrC1=NC=C(C(=C1)[Si](CC)(CC)CC)F (2-bromo-5-fluoro-4-(triethylsilyl)pyridine). Solvent: C1CCOC1 (THF), C1CCOC1 (THF). Reaction conditions: temperature -78 celsius, time 3 hour. Product: BrC1=CC(=C(C(=N1)C(C(F)F)=O)F)[Si](CC)(CC)CC (1-(6-bromo-3-fluoro-4-(triethylsilyl)pyridin-2-yl)-2,2-difluoroethanone). Isolated yield 22.1%. Reaction SMILES: C([N-]C(C)C)(C)C.[Li+].O1CCCC1.CCCCCCC.C(C1C=CC=CC=1)C.[Br:29][C:30]1[CH:35]=[C:34]([Si:36]([CH2:41][CH3:42])([CH2:39][CH3:40])[CH2:37][CH3:38])[C:33]([F:43])=[CH:32][N:31]=1.[F:44][CH:45]([F:51])[C:46](OCC)=[O:47]>C1COCC1>[Br:29][C:30]1[N:31]=[C:32]([C:46](=[O:47])[CH:45]([F:51])[F:44])[C:33]([F:43])=[C:34]([Si:36]([CH2:41][CH3:42])([CH2:39][CH3:40])[CH2:37][CH3:38])[CH:35]=1 |f:0.1,2.3.4|. Procedure details: To 3-neck 250-mL round bottomed flask was added THF (15 mL). The mixture was cooled to −78° C. and lithium diisopropylamide, 2.0 m solution in tetrahydrofuran/heptane/ethylbenzene (5.73 ml, 11.45 mmol) was added over 1 min. To the solution was then added 2-bromo-5-fluoro-4-(triethylsilyl)pyridine (2.89 g, 9.96 mmol) in 16 mL THF over 5 min. The temperature was not allowed to go above −70° C. during the addition. After 3 h at −78° C., ethyl difluoroacetate (1.099 ml, 10.45 mmol) was added dropwis...